This data is from the Open Reaction Database (ORD), a public repository of structured organic reaction records. The task is: describe an organic reaction: reactants, conditions, products, and yield The reactants are CS(=O)(=O)C=1C=NC2=CC=CC=C2C1 (3-methylsulfonylquinoline). The reagents and catalysts are [Pt]=O (platinum oxide). Run in C(C)(=O)O (acetic acid). Yields the product CS(=O)(=O)C1CNC2=CC=CC=C2C1 (3(R,S)-Methylsulfonyl-1,2,3,4-tetrahydroquinoline). As a reaction SMILES: [CH3:1][S:2]([C:5]1[CH:6]=[N:7][C:8]2[C:13]([CH:14]=1)=[CH:12][CH:11]=[CH:10][CH:9]=2)(=[O:4])=[O:3]>C(O)(=O)C.[Pt]=O>[CH3:1][S:2]([CH:5]1[CH2:14][C:13]2[C:8](=[CH:9][CH:10]=[CH:11][CH:12]=2)[NH:7][CH2:6]1)(=[O:4])=[O:3]. Reported procedure: A solution of 6.5 g of 3-methylsulfonylquinoline in 200 ml of glacial acetic acid is hydrogenated in the presence of 690 mg of platinum oxide at 50° C. for 13 h. After the reaction mixture has been filtered over Celite® 545, the filtrate is concentrated and the crude product is purified by means of FC over 200 g of silica gel with a 99:1 mixture of methylene chloride and methanol as the mobile phase: Rf (K)=0.45; anal. calc. for C10H13NO2S: C56.85%, H6.20%, N6.63%; found C56.95%, H6.17%, N6.77%. Starting materials: CC(=O)Nc1cccn2cc(C)nc12, Clc1cccc(Cl)c1CBr, [H-], [Na+], O. Product: CC(=O)N(Cc1c(Cl)cccc1Cl)c1cccn2cc(C)nc12. Reaction SMILES: [C:3]([CH3:4])(=[O:5])[NH:6][c:7]1[c:8]2[n:9]([cH:10][cH:11][cH:12]1)[cH:13][c:14]([CH3:16])[n:15]2.[Cl:17][c:18]1[c:19]([CH2:20][Br:21])[c:22]([Cl:26])[cH:23][cH:24][cH:25]1.[H-:1].[Na+:2].[OH2:27]>>[C:3]([CH3:4])(=[O:5])[N:6]([c:7]1[c:8]2[n:9]([cH:10][cH:11][cH:12]1)[cH:13][c:14]([CH3:16])[n:15]2)[CH2:20][c:19]1[c:18]([Cl:17])[cH:25][cH:24][cH:23][c:22]1[Cl:26]. Reactants: COC(=O)C1=C(C=C(C(=O)O)C=C1)C (4-(methoxycarbonyl)-3-methylbenzoic acid), Cl.CNC (dimethylamine hydrochloride), CN(C(=O)C1=CC(=C(C(=O)OC)C=C1)C)C (methyl 4-(dimethylcarbamoyl)-2-methylbenzoate). Product: CN(C(=O)C1=CC(=C(C(=O)O)C=C1)C)C (4-(dimethylcarbamoyl)-2-methylbenzoic acid). RXN SMILES: COC(C1C=CC(C(O)=O)=CC=1C)=O.Cl.CNC.[CH3:19][N:20]([CH3:34])[C:21]([C:23]1[CH:32]=[CH:31][C:26]([C:27]([O:29]C)=[O:28])=[C:25]([CH3:33])[CH:24]=1)=[O:22]>>[CH3:19][N:20]([CH3:34])[C:21]([C:23]1[CH:32]=[CH:31][C:26]([C:27]([OH:29])=[O:28])=[C:25]([CH3:33])[CH:24]=1)=[O:22] |f:1.2|. Procedure details: In a sealed tube, 1.94 g of dimethyl 2-bromoterephthalate was dissolved in 4 mL of HMPA and degassed with nitrogen prior to adding 1.1 mL of tetramethyl tin and 0.077 g of palladium tetrakistriphenylphosphene. After sealing the tube, the reaction was heated to 65° C. for 16 h. The reaction was then partitioned into ethylether and water and extracted. The organic layers were washed with 5% ammonium hydroxide, 1N HCl, again with 5% ammonium hydroxide, and finally with water. Filtration of the solv... As a reaction SMILES: [CH3:1][C:2]1[CH:10]=[CH:9][C:5]([C:6]([NH2:8])=[O:7])=[C:4]([O:11][CH2:12][CH2:13][CH3:14])[CH:3]=1.[F:15][B-:16]([F:19])([F:18])[F:17].[CH2:20]([O+](CC)CC)[CH3:21]>>[F:15][B-:16]([F:19])([F:18])[F:17].[CH3:1][C:2]1[CH:10]=[CH:9][C:5]([C:6](=[NH:8])[O:7][CH2:20][CH3:21])=[C:4]([O:11][CH2:12][CH2:13][CH3:14])[CH:3]=1 |f:1.2,3.4|. The reactants are CC1=CC(=C(C(=O)N)C=C1)OCCC (4-methyl-2-propoxybenzamide), F[B-](F)(F)F.C(C)[O+](CC)CC (triethyloxonium tetrafluoroborate). Product: F[B-](F)(F)F.CC1=CC(=C(C(OCC)=N)C=C1)OCCC (ethyl 4-methyl-2-propoxybenzimidate tetrafluoroborate). Procedure details: reaction of 4-methyl-2-propoxybenzamide (I196 g) with triethyloxonium tetrafluoroborate yielded crude ethyl 4-methyl-2-propoxybenzimidate tetrafluoroborate which on reaction with a saturated solution of ethanolic ammonia and treatment with hydrochloric acid yielded 4-methyl-2-propoxybenzamidine hydrochloride, (8.74 g), m.p. 228°-30° C.; Procedure details: To a solution of 2-amino-4,5-difluoro-3-methylthiomethylbenzonitrile (4.0 g) in ethanol (80 ml) are added Raney nickel (40 ml) with ethanol (80 ml). The mixture is stirred at 40°-50° C. for 30 minutes, and then filterd. To the filtrate is added water, the reaction mixture is extracted with ethyl acetate. The extract is dried over magnesium sulfate and concentrated. The product is recrystallized from n-hexane to give 2-amino-4,5-difluoro-3-methylbenzonitrile (2.4 g), as a white crystal, m.p. 114°... Product: NC1=C(C#N)C=C(C(=C1C)F)F (2-amino-4,5-difluoro-3-methylbenzonitrile). Reactants: NC1=C(C#N)C=C(C(=C1CSC)F)F (2-amino-4,5-difluoro-3-methylthiomethylbenzonitrile), O (water). RXN SMILES: [NH2:1][C:2]1[C:9]([CH2:10]SC)=[C:8]([F:13])[C:7]([F:14])=[CH:6][C:3]=1[C:4]#[N:5].O>C(O)C.[Ni]>[NH2:1][C:2]1[C:9]([CH3:10])=[C:8]([F:13])[C:7]([F:14])=[CH:6][C:3]=1[C:4]#[N:5]. Isolated yield 76.4%. Reagents/catalysts: [Ni] (Raney nickel). Run in C(C)O (ethanol), C(C)O (ethanol). Conditions: time 30 minute. The reactants are C(CCC)OC(=O)C=1C(=C2C(=C(N1)Br)SC=C2)O (7-bromo-4-hydroxy-thieno[2,3-c]pyridine-5-carboxylic acid butyl ester), C1(=CC=CC=C1)B(O)O (phenylboronic acid), C([O-])([O-])=O.[K+].[K+] (potassium carbonate). Reagents/catalysts: [Pd].C1(=CC=CC=C1)P(C1=CC=CC=C1)C1=CC=CC=C1.C1(=CC=CC=C1)P(C1=CC=CC=C1)C1=CC=CC=C1.C1(=CC=CC=C1)P(C1=CC=CC=C1)C1=CC=CC=C1.C1(=CC=CC=C1)P(C1=CC=CC=C1)C1=CC=CC=C1 (tetrakis(triphenylphosphine) palladium(0)). Run in O1CCOCC1 (1,4-dioxane). Reaction conditions: temperature 140 celsius. Yields the product C(CCC)OC(=O)C=1C(=C2C(=C(N1)C1=CC=CC=C1)SC=C2)O (4-Hydroxy-7-phenyl-thieno[2,3-c]pyridine-5-carboxylic acid butyl ester). Yield: 58.0%. Reaction SMILES: [CH2:1]([O:5][C:6]([C:8]1[C:9]([OH:18])=[C:10]2[CH:17]=[CH:16][S:15][C:11]2=[C:12](Br)[N:13]=1)=[O:7])[CH2:2][CH2:3][CH3:4].[C:19]1(B(O)O)[CH:24]=[CH:23][CH:22]=[CH:21][CH:20]=1.C(=O)([O-])[O-].[K+].[K+]>[Pd].C1(P(C2C=CC=CC=2)C2C=CC=CC=2)C=CC=CC=1.C1(P(C2C=CC=CC=2)C2C=CC=CC=2)C=CC=CC=1.C1(P(C2C=CC=CC=2)C2C=CC=CC=2)C=CC=CC=1.C1(P(C2C=CC=CC=2)C2C=CC=CC=2)C=CC=CC=1.O1CCOCC1>[CH2:1]([O:5][C:6]([C:8]1[C:9]([OH:18])=[C:10]2[CH:17]=[CH:16][S:15][C:11]2=[C:12]([C:19]2[CH:24]=[CH:23][CH:22]=[CH:21][CH:20]=2)[N:13]=1)=[O:7])[CH2:2][CH2:3][CH3:4] |f:2.3.4,5.6.7.8.9|. Procedure: A mixture of 7-bromo-4-hydroxy-thieno[2,3-c]pyridine-5-carboxylic acid butyl ester (example 43a, 165 mg, 0.5 mmol), phenylboronic acid (94 mg, 0.75 mmol), tetrakis(triphenylphosphine) palladium(0) (59 mg, 0.05 mmol), potassium carbonate (208 mg, 1.5 mmol), and anhydrous 1,4-dioxane (3 ml) was heated in a microwave oven at 140° C. for 15 min. Then silica gel was added and the mixture concentrated in vacuo. The residue was added on top of a short column filled with silica gel. Elution with ethyl a... Starting materials: C[Si](C)(C)CCOCn1cc(Br)cn1, CC1(C)OB(C2=CCC3(CC2)OCCO3)OC1(C)C, [K+], [K+], [K+], C1COCCO1, O, O=P([O-])([O-])[O-]. Product: C[Si](C)(C)CCOCn1cc(C2=CCC3(CC2)OCCO3)cn1. RXN SMILES: [Br:1][c:2]1[cH:3][n:4][n:5]([CH2:7][O:8][CH2:9][CH2:10][Si:11]([CH3:12])([CH3:13])[CH3:14])[cH:6]1.[CH3:15][C:16]1([CH3:17])[C:18]([CH3:19])([CH3:20])[O:21][B:22]([C:23]2=[CH:24][CH2:25][C:26]3([O:27][CH2:28][CH2:29][O:30]3)[CH2:31][CH2:32]2)[O:33]1.[K+:39].[K+:40].[K+:41].[O:42]1[CH2:43][CH2:44][O:45][CH2:46][CH2:47]1.[OH2:48].[P:34]([O-:35])([O-:36])([O-:37])=[O:38]>>[c:2]1([C:23]2=[CH:24][CH2:25][C:26]3([O:27][CH2:28][CH2:29][O:30]3)[CH2:31][CH2:32]2)[cH:3][n:4][n:5]([CH2:7][O:8][CH2:9][CH2:10][Si:11]([CH3:12])([CH3:13])[CH3:14])[cH:6]1.